This data is from the Open Reaction Database (ORD), a public repository of structured organic reaction records. The task is: describe an organic reaction: reactants, conditions, products, and yield Reactants: COC1=C(C=CC=C1)N1CCNCC1 (1-(2-Methoxyphenyl) piperazine), C([O-])([O-])=O.[K+].[K+] (potassium carbonate), resultant solution, O (water), BrCCC(OC1=CC=C(C(=O)C2=CN(C3=CC=CC=C23)CCCC(=O)OCC)C=C1)C1=CC=CC=C1 (Ethyl 4-{3-[4-(3-bromo-1-phenylpropoxy)benzoyl]indol-1-yl}butanoate). Run in CN(C=O)C (N,N-dimethylformamide). Conditions: temperature 60 celsius, time 8 hour. Product: C1(=CC=CC=C1)C(CCN1CCN(CC1)C1=C(C=CC=C1)OC)OC1=CC=C(C(=O)C2=CN(C3=CC=CC=C23)CCCC(=O)OCC)C=C1 (ethyl 4-{3-{4-{1-phenyl-3-[4-(2-methoxyphenyl)piperazin-1-yl]propoxy}benzoyl}indol-1-yl}butanoate). The yield is 82.3%. Reaction SMILES: Br[CH2:2][CH2:3][CH:4]([C:31]1[CH:36]=[CH:35][CH:34]=[CH:33][CH:32]=1)[O:5][C:6]1[CH:30]=[CH:29][C:9]([C:10]([C:12]2[C:20]3[C:15](=[CH:16][CH:17]=[CH:18][CH:19]=3)[N:14]([CH2:21][CH2:22][CH2:23][C:24]([O:26][CH2:27][CH3:28])=[O:25])[CH:13]=2)=[O:11])=[CH:8][CH:7]=1.[CH3:37][O:38][C:39]1[CH:44]=[CH:43][CH:42]=[CH:41][C:40]=1[N:45]1[CH2:50][CH2:49][NH:48][CH2:47][CH2:46]1.C(=O)([O-])[O-].[K+].[K+].O>CN(C)C=O>[C:31]1([CH:4]([O:5][C:6]2[CH:30]=[CH:29][C:9]([C:10]([C:12]3[C:20]4[C:15](=[CH:16][CH:17]=[CH:18][CH:19]=4)[N:14]([CH2:21][CH2:22][CH2:23][C:24]([O:26][CH2:27][CH3:28])=[O:25])[CH:13]=3)=[O:11])=[CH:8][CH:7]=2)[CH2:3][CH2:2][N:48]2[CH2:47][CH2:46][N:45]([C:40]3[CH:41]=[CH:42][CH:43]=[CH:44][C:39]=3[O:38][CH3:37])[CH2:50][CH2:49]2)[CH:32]=[CH:33][CH:34]=[CH:35][CH:36]=1 |f:2.3.4|. Reported procedure: Ethyl 4-{3-[4-(3-bromo-1-phenylpropoxy)benzoyl]indol-1-yl}butanoate (1.97 g) obtained in Step 2 was dissolved in N,N-dimethylformamide (20 ml). 1-(2-Methoxyphenyl) piperazine (0.83 g) and potassium carbonate (0.75 g) were added to the resultant solution and stirred overnight at 60° C. After cooling, water was added to the reaction mixture, followed by extraction with ethyl acetate. The resultant extract was washed with brine and then dried. The solvent was distilled off. The residue was purified... The reactants are COC(=O)C1CN(CC1)CC1=NC2=CC=C(C=C2C=N1)OC1CCC(CC1)C(CC)(C)C (1-{6-[4-(1,1-Dimethyl-propyl)-cyclohexyloxy]-quinazolin-2-ylmethyl}-pyrrolidine-3-carboxylic acid methyl ester), CO (Methanol), O1CCCC1 (Tetrahydrofuran), [OH-].[Li+] (Lithium hydroxide), O (Water). The product is CC(CC)(C)C1CCC(CC1)OC=1C=C2C=NC(=NC2=CC1)CN1CC(CC1)C(=O)O (1-{6-[4-(1,1-Dimethylpropyl)cyclohexyloxy]quinazolin-2-ylmethyl}pyrrolidine-3-carboxylic acid). The yield is 90.0%. Reaction SMILES: C[O:2][C:3]([CH:5]1[CH2:9][CH2:8][N:7]([CH2:10][C:11]2[N:20]=[CH:19][C:18]3[C:13](=[CH:14][CH:15]=[C:16]([O:21][CH:22]4[CH2:27][CH2:26][CH:25]([C:28]([CH3:32])([CH3:31])[CH2:29][CH3:30])[CH2:24][CH2:23]4)[CH:17]=3)[N:12]=2)[CH2:6]1)=[O:4].CO.O1CCCC1.[OH-].[Li+].O>>[CH3:32][C:28]([CH:25]1[CH2:24][CH2:23][CH:22]([O:21][C:16]2[CH:17]=[C:18]3[C:13](=[CH:14][CH:15]=2)[N:12]=[C:11]([CH2:10][N:7]2[CH2:8][CH2:9][CH:5]([C:3]([OH:4])=[O:2])[CH2:6]2)[N:20]=[CH:19]3)[CH2:27][CH2:26]1)([CH3:31])[CH2:29][CH3:30] |f:3.4|. Procedure: 1-{6-[4-(1,1-Dimethyl-propyl)-cyclohexyloxy]-quinazolin-2-ylmethyl}-pyrrolidine-3-carboxylic acid methyl ester (229.50 mg, 5.2208E-4 mol) was dissolved in Methanol (5 mL, 0.1 mol) and Tetrahydrofuran (5 mL, 0.06 mol), followed by 2 M of Lithium hydroxide in Water (2 mL, 0.004 mol) at at 23° C. for 10 minutes. Excess of solvents were removed under vacuum, and the solid residue was treated with HCl (2N, 3 mL), and extracted with DCM (20×3 mL). The organic layers were dried over Na2SO4. Removal of ... The reactants are O=C(O)C1CCNC(Cc2ccc(Cl)cc2)C1, Cl, Cl, [Na+], O=C([O-])O. Product: COC(=O)C1CCNC(Cc2ccc(Cl)cc2)C1. Reaction SMILES: [Cl:2][c:3]1[cH:4][cH:5][c:6]([CH2:7][CH:8]2[NH:9][CH2:10][CH2:11][CH:12]([C:14](=[O:15])[OH:16])[CH2:13]2)[cH:17][cH:18]1.[ClH:19].[ClH:1].[Na+:24].[O-:20][C:21]([OH:22])=[O:23]>>[Cl:2][c:3]1[cH:4][cH:5][c:6]([CH2:7][CH:8]2[NH:9][CH2:10][CH2:11][CH:12]([C:14](=[O:15])[O:16][CH3:21])[CH2:13]2)[cH:17][cH:18]1. The reactants are ClC1=NC=CC=C1 (2-chloropyridine), S(O)(O)(=O)=O (sulfuric acid), C(C)OCCO (2-ethoxyethanol), Cl.NNC(=O)N (semicarbazide hydrochloride), C(C)OCCO (2-ethoxyethanol). Run in O (water). Conditions: time 0.5 hour. Product: N=1NC(N2C1C=CC=C2)=O (1,2,4-Triazolo[4,3-a]pyridin-3(2H)-one). The yield is 58.9%. Reaction SMILES: Cl[C:2]1[CH:7]=[CH:6][CH:5]=[CH:4][N:3]=1.Cl.[NH2:9][NH:10][C:11](N)=[O:12].C(OCCO)C.S(=O)(=O)(O)O>O>[N:9]1[NH:10][C:11](=[O:12])[N:3]2[CH:4]=[CH:5][CH:6]=[CH:7][C:2]=12 |f:1.2|. Reported procedure: A mixture of 50 g. (0.44 mole) of 2-chloropyridine and 98.22 g. (0.88 mole) of semicarbazide hydrochloride in 150 ml. of 2-ethoxyethanol was heated to reflux and then treated with a solution of 1 ml. of concentrated sulfuric acid (36 N) in 5 ml. of 2-ethoxyethanol. The resulting solution was refluxed for 18 hr., cooled to about 60°, and treated with 150 ml. of water. The mixture was stirred, cooled to 0°, and kept 0.5 hr. and the solid was collected on a filter. The solid was washed well with wa... Starting materials: C(C)(C)C1=C(C(=CC=2OC3=C(C21)C=CC=C3)C(C)C)N3C(=NCC3)C3=CC=CC=C3 (1-(1,3-diisopropyldibenzo[b,d]furan-2-yl)-2-phenyl-4,5-dihydro-1H-imidazole), CO (methanol), [Mn](=O)(=O)(=O)[O-].[K+] (Potassium permanganate), [Mn](=O)(=O)(=O)[O-].[K+] (potassium permanganate). Run in C(C)#N (acetonitrile), ClCCl (dichloromethane). Run at time 1 hour. Yields the product C(C)(C)C1=C(C(=CC=2OC3=C(C21)C=CC=C3)C(C)C)N3C(=NC=C3)C3=CC=CC=C3 (1-(1,3-diisopropyldibenzo[b,d]furan-2-yl)-2-phenyl-1H-imidazole). Isolated yield 44.2%. RXN SMILES: [CH:1]([C:4]1[C:12]2[C:11]3[CH:13]=[CH:14][CH:15]=[CH:16][C:10]=3[O:9][C:8]=2[CH:7]=[C:6]([CH:17]([CH3:19])[CH3:18])[C:5]=1[N:20]1[CH2:24][CH2:23][N:22]=[C:21]1[C:25]1[CH:30]=[CH:29][CH:28]=[CH:27][CH:26]=1)([CH3:3])[CH3:2].[Mn]([O-])(=O)(=O)=O.[K+].CO>C(#N)C.ClCCl>[CH:1]([C:4]1[C:12]2[C:11]3[CH:13]=[CH:14][CH:15]=[CH:16][C:10]=3[O:9][C:8]=2[CH:7]=[C:6]([CH:17]([CH3:19])[CH3:18])[C:5]=1[N:20]1[CH:24]=[CH:23][N:22]=[C:21]1[C:25]1[CH:30]=[CH:29][CH:28]=[CH:27][CH:26]=1)([CH3:2])[CH3:3] |f:1.2|. Procedure details: 1-(1,3-diisopropyldibenzo[b,d]furan-2-yl)-2-phenyl-4,5-dihydro-1H-imidazole (4.78 g, 12.05 mmol) in 70 mL of acetonitrile and 70 mL of dichloromethane were added to a 1 L round bottom flask. Potassium permanganate (3.81 g, 24.11 mmol) was ground in a mortar and pestle. Monmorilonite K was added and was ground together finely with the potassium permanganate. This mixture was added to the solution in portions over 0.5 hours. Reaction was done 1 h after first addition. 100 mL of methanol was added ...